Dataset: the Open Reaction Database (ORD), a public repository of structured organic reaction records. Task: describe an organic reaction: reactants, conditions, products, and yield The reactants are BrC1=CC(=C(C(=O)O)C=C1)C#N (4-bromo-2-cyanobenzoic acid), CC=1C(=NC(=C(C1)C)C)N1CCNCC1 (1-(3,5,6-trimethylpyridin-2-yl)piperazine). Yields the product BrC=1C=CC(=C(C#N)C1)C(=O)N1CCN(CC1)C1=NC(=C(C=C1C)C)C (5-bromo-2-[4-(3,5,6-trimethylpyridin-2-yl)piperazine-1-carbonyl]benzonitrile). Isolated yield 87.9%. As a reaction SMILES: [Br:1][C:2]1[CH:10]=[CH:9][C:5]([C:6]([OH:8])=O)=[C:4]([C:11]#[N:12])[CH:3]=1.[CH3:13][C:14]1[C:15]([N:22]2[CH2:27][CH2:26][NH:25][CH2:24][CH2:23]2)=[N:16][C:17]([CH3:21])=[C:18]([CH3:20])[CH:19]=1>>[Br:1][C:2]1[CH:10]=[CH:9][C:5]([C:6]([N:25]2[CH2:26][CH2:27][N:22]([C:15]3[C:14]([CH3:13])=[CH:19][C:18]([CH3:20])=[C:17]([CH3:21])[N:16]=3)[CH2:23][CH2:24]2)=[O:8])=[C:4]([CH:3]=1)[C:11]#[N:12]. Procedure details: Using 4-bromo-2-cyanobenzoic acid (3.84 g) described in Preparation Example 76 and 1-(3,5,6-trimethylpyridin-2-yl)piperazine (3.66 g) described in Preparation Example 92 and by the reaction and treatment in the same manner as in Preparation Example 111, the title compound (6.17 g) was obtained. Reactants: Brc1csc(Br)c1, O=C([O-])[O-], CC1(C)OB(c2cccc3c2CCC3O[Si](C)(C)C(C)(C)C)OC1(C)C, COCCOC, [K+], [K+], O, c1ccc(P(c2ccccc2)(c2ccccc2)[Pd](P(c2ccccc2)(c2ccccc2)c2ccccc2)(P(c2ccccc2)(c2ccccc2)c2ccccc2)P(c2ccccc2)(c2ccccc2)c2ccccc2)cc1. The product is CC(C)(C)[Si](C)(C)OC1CCc2c(-c3cc(Br)cs3)cccc21. RXN SMILES: [Br:1][c:2]1[s:3][cH:4][c:5]([Br:7])[cH:6]1.[C:34](=[O:35])([O-:36])[O-:37].[C:8]([CH3:9])([CH3:10])([CH3:11])[Si:12]([O:13][CH:14]1[CH2:15][CH2:16][c:17]2[c:18]([B:23]3[O:24][C:25]([CH3:26])([CH3:27])[C:28]([CH3:29])([CH3:30])[O:31]3)[cH:19][cH:20][cH:21][c:22]21)([CH3:32])[CH3:33].[CH3:117][O:118][CH2:119][CH2:120][O:121][CH3:122].[K+:38].[K+:39].[OH2:123].[cH:40]1[cH:41][cH:42][c:43]([P:44]([Pd:45]([P:46]([c:47]2[cH:48][cH:49][cH:50][cH:51][cH:52]2)([c:53]2[cH:54][cH:55][cH:56][cH:57][cH:58]2)[c:59]2[cH:60][cH:61][cH:62][cH:63][cH:64]2)([P:65]([c:66]2[cH:67][cH:68][cH:69][cH:70][cH:71]2)([c:72]2[cH:73][cH:74][cH:75][cH:76][cH:77]2)[c:78]2[cH:79][cH:80][cH:81][cH:82][cH:83]2)[P:84]([c:85]2[cH:86][cH:87][cH:88][cH:89][cH:90]2)([c:91]2[cH:92][cH:93][cH:94][cH:95][cH:96]2)[c:97]2[cH:98][cH:99][cH:100][cH:101][cH:102]2)([c:103]2[cH:104][cH:105][cH:106][cH:107][cH:108]2)[c:109]2[cH:110][cH:111][cH:112][cH:113][cH:114]2)[cH:115][cH:116]1>>[c:2]1(-[c:18]2[c:17]3[c:22]([cH:21][cH:20][cH:19]2)[CH:14]([O:13][Si:12]([C:8]([CH3:9])([CH3:10])[CH3:11])([CH3:32])[CH3:33])[CH2:15][CH2:16]3)[s:3][cH:4][c:5]([Br:7])[cH:6]1.